This data is from the Open Reaction Database (ORD), a public repository of structured organic reaction records. The task is: describe an organic reaction: reactants, conditions, products, and yield The reactants are N1=CC=CC=C1 (pyridine), C(C)(=O)O (acetic acid), C(C)(=O)N1CC2=C(CC1)C(=C(S2)NC(C(C)N)=O)C(C2=C(C=CC=C2)Cl)=O (6-acetyl-2-(2-aminopropionylamino)-3-(2-chlorobenzoyl)-4,5,6,7-tetrahydro-thieno[2,3-C]pyridine). Solvent: C1(=CC=CC=C1)C (toluene). Yields the product C(C)(=O)N1CC2=C(C=3C(=NC(C(NC3S2)=O)C)C2=C(C=CC=C2)Cl)CC1 (8-Acetyl-5-(2-chlorophenyl)-3-methyl-6,7,8,9-tetrahydro-1H,3H-pyrido[4',3':4.5]thieno[3,2-f][1,4]diazepin-2-one). The yield is 49.3%. Reaction SMILES: [C:1]([N:4]1[CH2:9][CH2:8][C:7]2[C:10]([C:19](=O)[C:20]3[CH:25]=[CH:24][CH:23]=[CH:22][C:21]=3[Cl:26])=[C:11]([NH:13][C:14](=[O:18])[CH:15]([NH2:17])[CH3:16])[S:12][C:6]=2[CH2:5]1)(=[O:3])[CH3:2].N1C=CC=CC=1.C(O)(=O)C>C1(C)C=CC=CC=1>[C:1]([N:4]1[CH2:9][CH2:8][C:7]2[C:10]3[C:19]([C:20]4[CH:25]=[CH:24][CH:23]=[CH:22][C:21]=4[Cl:26])=[N:17][CH:15]([CH3:16])[C:14](=[O:18])[NH:13][C:11]=3[S:12][C:6]=2[CH2:5]1)(=[O:3])[CH3:2]. Reported procedure: 636.8 g of 6-acetyl-2-(2-aminopropionylamino)-3-(2-chlorobenzoyl)-4,5,6,7-tetrahydro-thieno[2,3-C]pyridine was dissolved in 2.3 liters of toluene, 637 ml of pyridine and 94.3 ml of acetic acid and refluxed over day and night while removing water from the reaction system. After removal of the reaction solution by distillation, benzene was added, followed by cooling and filtering the resultant crystals to obtain 300 g of the intended product.